From a dataset of the Open Reaction Database (ORD), a public repository of structured organic reaction records. describe an organic reaction: reactants, conditions, products, and yield Starting materials: C1(C=2C(C(=O)O1)=CC=CC2)=O (phthalic anhydride), C(C)(=O)OCC (ethyl acetate), OO (hydrogen peroxide). Conditions: temperature 10 celsius, time 15 minute. Product: C1=CC(=C(C(=C1)OO)C(=O)O)C(=O)O (monoperoxyphthalic acid). RXN SMILES: [C:1]1(=[O:11])[O:6]C(=O)C2=[CH:7][CH:8]=[CH:9][CH:10]=[C:2]12.[OH:12][OH:13].[C:14]([O:17]CC)(=[O:16])[CH3:15]>>[CH:8]1[CH:9]=[C:10]([O:12][OH:13])[C:2]([C:1]([OH:6])=[O:11])=[C:15]([C:14]([OH:17])=[O:16])[CH:7]=1. Reported procedure: 25 grams of phthalic anhydride were dissolved in 150 ml of ethyl acetate and cooled to 10° C. Then there were added 3 grams of Lewatit MP 62. Subsequently, within 15 minutes, there were dropped in at the same temperature with stirring 11.5 grams of 50 wt. % hydrogen peroxide. Stirring was containued for 1 hour, whereby the temperature of the mixture increased to about 20° C. Then there was separated off the ion exchanger and there were obtained from the solution 25.4 grams of monoperoxyphthalic ... Starting materials: O=[N+]([O-])c1ccc(Br)cn1, C#C[Si](C)(C)C, CN1CCCC1=O, CCN(C(C)C)C(C)C, [Cu]I, c1ccc(P(c2ccccc2)(c2ccccc2)[Pd](P(c2ccccc2)(c2ccccc2)c2ccccc2)(P(c2ccccc2)(c2ccccc2)c2ccccc2)P(c2ccccc2)(c2ccccc2)c2ccccc2)cc1. As a reaction SMILES: [Br:1][c:2]1[cH:3][cH:4][c:5]([N+:8](=[O:9])[O-:10])[n:6][cH:7]1.[CH3:11][Si:12]([CH3:13])([CH3:14])[C:15]#[CH:16].[CH3:26][N:27]1[CH2:28][CH2:29][CH2:30][C:31]1=[O:32].[CH:17]([N:18]([CH2:19][CH3:20])[CH:21]([CH3:22])[CH3:23])([CH3:24])[CH3:25].[Cu:110][I:111].[cH:33]1[cH:34][cH:35][c:36]([P:37]([Pd:38]([P:39]([c:40]2[cH:41][cH:42][cH:43][cH:44][cH:45]2)([c:46]2[cH:47][cH:48][cH:49][cH:50][cH:51]2)[c:52]2[cH:53][cH:54][cH:55][cH:56][cH:57]2)([P:58]([c:59]2[cH:60][cH:61][cH:62][cH:63][cH:64]2)([c:65]2[cH:66][cH:67][cH:68][cH:69][cH:70]2)[c:71]2[cH:72][cH:73][cH:74][cH:75][cH:76]2)[P:77]([c:78]2[cH:79][cH:80][cH:81][cH:82][cH:83]2)([c:84]2[cH:85][cH:86][cH:87][cH:88][cH:89]2)[c:90]2[cH:91][cH:92][cH:93][cH:94][cH:95]2)([c:96]2[cH:97][cH:98][cH:99][cH:100][cH:101]2)[c:102]2[cH:103][cH:104][cH:105][cH:106][cH:107]2)[cH:108][cH:109]1>>[c:2]1([C:16]#[C:15][Si:12]([CH3:11])([CH3:13])[CH3:14])[cH:3][cH:4][c:5]([N+:8](=[O:9])[O-:10])[n:6][cH:7]1. The product is C[Si](C)(C)C#Cc1ccc([N+](=O)[O-])nc1. Starting materials: CSC=1NC(C(=CN1)C(=O)OCC)=O (ethyl 2-(methylthio)-6-oxo-1,6-dihyropyrimidine-5-carboxylate), ClC1=CC=C(C=C1)CCN (2-(4-chlorophenyl)ethanamine). Solvent: C(C)O (ethanol). Run at temperature 80 celsius. The product is ClC1=CC=C(CCNC=2NC(C(=CN2)C(=O)OCC)=O)C=C1 (Ethyl 2-((4-chlorophenethyl)amino)-6-oxo-1,6-dihydropyrimidine-5-carboxylate). The yield is 25.2%. As a reaction SMILES: CS[C:3]1[NH:4][C:5](=[O:14])[C:6]([C:9]([O:11][CH2:12][CH3:13])=[O:10])=[CH:7][N:8]=1.[Cl:15][C:16]1[CH:21]=[CH:20][C:19]([CH2:22][CH2:23][NH2:24])=[CH:18][CH:17]=1>C(O)C>[Cl:15][C:16]1[CH:21]=[CH:20][C:19]([CH2:22][CH2:23][NH:24][C:3]2[NH:4][C:5](=[O:14])[C:6]([C:9]([O:11][CH2:12][CH3:13])=[O:10])=[CH:7][N:8]=2)=[CH:18][CH:17]=1. Procedure: The mixture of ethyl 2-(methylthio)-6-oxo-1,6-dihyropyrimidine-5-carboxylate (333 mg, 1.554 mmol) and 2-(4-chlorophenyl)ethanamine (242 mg, 1.554 mmol) were dissolved in 10 mL of ethanol and heated at 80° C. overnight. After heating, the solution was run on thin layer chromatography and filtered. The precipitate was collected and stored. 1H-NMR confirmed the product (126 mg, 25.2% yield). Starting materials: CC(=O)OC(C)=O, Nc1ccc2c(c1)COC2=O, C1CCOC1. Product: CC(=O)Nc1ccc2c(c1)COC2=O. Reaction SMILES: [CH3:12][C:13](=[O:14])[O:15][C:16](=[O:17])[CH3:18].[NH2:1][c:2]1[cH:3][c:4]2[c:9]([cH:10][cH:11]1)[C:7](=[O:8])[O:6][CH2:5]2.[O:19]1[CH2:20][CH2:21][CH2:22][CH2:23]1>>[NH:1]([c:2]1[cH:3][c:4]2[c:9]([cH:10][cH:11]1)[C:7](=[O:8])[O:6][CH2:5]2)[C:13]([CH3:12])=[O:14]. Reactants: CCCCNc1nc(C(F)(F)F)ccc1C=CC(=O)O, Cl, Cc1cc(CN)ccc1NS(C)(=O)=O. Yields the product CCCCNc1nc(C(F)(F)F)ccc1C=CC(=O)NCc1ccc(NS(C)(=O)=O)c(C)c1. Reaction SMILES: [CH2:16]([CH2:17][CH2:18][CH3:19])[NH:20][c:21]1[n:22][c:23]([C:32]([F:33])([F:34])[F:35])[cH:24][cH:25][c:26]1[CH:27]=[CH:28][C:29](=[O:30])[OH:31].[ClH:15].[NH2:1][CH2:2][c:3]1[cH:4][c:5]([CH3:14])[c:6]([NH:9][S:10](=[O:11])(=[O:12])[CH3:13])[cH:7][cH:8]1>>[NH:1]([CH2:2][c:3]1[cH:4][c:5]([CH3:14])[c:6]([NH:9][S:10](=[O:11])(=[O:12])[CH3:13])[cH:7][cH:8]1)[C:29]([CH:28]=[CH:27][c:26]1[c:21]([NH:20][CH2:16][CH2:17][CH2:18][CH3:19])[n:22][c:23]([C:32]([F:33])([F:34])[F:35])[cH:24][cH:25]1)=[O:30]. The reactants are O=C(O)c1ccc([N+](=O)[O-])cc1, O=C(O)c1ccccc1, COc1cc2c(cc1OC)C(c1ccccc1)NCC2. Product: COc1cc2c(cc1OC)C(c1ccc([N+](=O)[O-])cc1)NCC2. Reaction SMILES: [OH:21][C:22]([c:23]1[cH:24][cH:25][c:26]([N+:30]([O-:31])=[O:32])[cH:27][cH:28]1)=[O:29].[OH:33][C:34]([c:35]1[cH:36][cH:37][cH:38][cH:39][cH:40]1)=[O:41].[c:1]1([CH:7]2[NH:8][CH2:9][CH2:10][c:11]3[cH:12][c:13]([O:19][CH3:20])[c:14]([O:17][CH3:18])[cH:15][c:16]32)[cH:2][cH:3][cH:4][cH:5][cH:6]1>>[c:1]1([CH:7]2[NH:8][CH2:9][CH2:10][c:11]3[cH:12][c:13]([O:19][CH3:20])[c:14]([O:17][CH3:18])[cH:15][c:16]32)[cH:2][cH:3][c:4]([N+:30](=[O:31])[O-:32])[cH:5][cH:6]1. Starting materials: O=C1CCCc2c(Br)cc(Br)cc21, CC(C)c1cc(C(C)C)c(-c2ccccc2P(C(C)(C)C)C(C)(C)C)c(C(C)C)c1, Cl, [K+], C1COCCO1, O=C(C=Cc1ccccc1)C=Cc1ccccc1, O=C(C=Cc1ccccc1)C=Cc1ccccc1, O=C(C=Cc1ccccc1)C=Cc1ccccc1, [OH-], O, [Pd], [Pd]. Product: O=C1CCCc2c(O)cc(Br)cc21. RXN SMILES: [Br:33][c:34]1[c:35]2[c:40]([cH:41][c:42]([Br:44])[cH:43]1)[C:39](=[O:45])[CH2:38][CH2:37][CH2:36]2.[C:1]([P:2]([C:3]([CH3:4])([CH3:5])[CH3:6])[c:7]1[cH:8][cH:9][cH:10][cH:11][c:12]1-[c:13]1[c:14]([CH:15]([CH3:16])[CH3:17])[cH:18][c:19]([CH:20]([CH3:21])[CH3:22])[cH:23][c:24]1[CH:25]([CH3:26])[CH3:27])([CH3:28])([CH3:29])[CH3:30].[ClH:46].[K+:32].[O:47]1[CH2:48][CH2:49][O:50][CH2:51][CH2:52]1.[O:56]=[C:57]([CH:58]=[CH:59][c:60]1[cH:61][cH:62][cH:63][cH:64][cH:65]1)[CH:66]=[CH:67][c:68]1[cH:69][cH:70][cH:71][cH:72][cH:73]1.[O:74]=[C:75]([CH:76]=[CH:77][c:78]1[cH:79][cH:80][cH:81][cH:82][cH:83]1)[CH:84]=[CH:85][c:86]1[cH:87][cH:88][cH:89][cH:90][cH:91]1.[O:92]=[C:93]([CH:94]=[CH:95][c:96]1[cH:97][cH:98][cH:99][cH:100][cH:101]1)[CH:102]=[CH:103][c:104]1[cH:105][cH:106][cH:107][cH:108][cH:109]1.[OH-:31].[OH2:53].[Pd:54].[Pd:55]>>[OH:31][c:34]1[c:35]2[c:40]([cH:41][c:42]([Br:44])[cH:43]1)[C:39](=[O:45])[CH2:38][CH2:37][CH2:36]2. The reactants are O=S(=O)(c1ccccc1)c1n[nH]c2ccc(N3CCN(Cc4ccccc4)CC3)cc12, C1CCOC1, CI, CCOC(C)=O, [H-], [Na+], O. The product is Cn1nc(S(=O)(=O)c2ccccc2)c2cc(N3CCN(Cc4ccccc4)CC3)ccc21. As a reaction SMILES: [CH2:1]([c:2]1[cH:3][cH:4][cH:5][cH:6][cH:7]1)[N:8]1[CH2:9][CH2:10][N:11]([c:14]2[cH:15][c:16]3[c:17]([S:23](=[O:24])(=[O:25])[c:26]4[cH:27][cH:28][cH:29][cH:30][cH:31]4)[n:18][nH:19][c:20]3[cH:21][cH:22]2)[CH2:12][CH2:13]1.[CH2:36]1[O:37][CH2:38][CH2:39][CH2:40]1.[CH3:34][I:35].[CH3:42][CH2:43][O:44][C:45]([CH3:46])=[O:47].[H-:33].[Na+:32].[OH2:41]>>[CH2:1]([c:2]1[cH:3][cH:4][cH:5][cH:6][cH:7]1)[N:8]1[CH2:9][CH2:10][N:11]([c:14]2[cH:15][c:16]3[c:17]([S:23](=[O:24])(=[O:25])[c:26]4[cH:27][cH:28][cH:29][cH:30][cH:31]4)[n:18][n:19]([CH3:34])[c:20]3[cH:21][cH:22]2)[CH2:12][CH2:13]1.